From a dataset of the Open Reaction Database (ORD), a public repository of structured organic reaction records. describe an organic reaction: reactants, conditions, products, and yield The reactants are OCC1=CC(=NC=C1)C=1C=CC=2N(C1)C=C(N2)C(=O)NC2=CC=CC=C2 (6-[4-(hydroxymethyl)pyrid-2-yl]-N-phenylimidazo[1,2-a]pyridine-2-carboxamide), Cl (hydrochloric acid). Run in CO (methanol). Reaction conditions: time 16 hour. Yields the product Cl.OCC1=CC(=NC=C1)C=1C=CC=2N(C1)C=C(N2)C(=O)NC2=CC=CC=C2 (6-[4-(hydroxymethyl)pyrid-2-yl]-N-phenylimidazo[1,2-a]pyridine-2-carboxamide hydrochloride). Reaction SMILES: [OH:1][CH2:2][C:3]1[CH:8]=[CH:7][N:6]=[C:5]([C:9]2[CH:10]=[CH:11][C:12]3[N:13]([CH:15]=[C:16]([C:18]([NH:20][C:21]4[CH:26]=[CH:25][CH:24]=[CH:23][CH:22]=4)=[O:19])[N:17]=3)[CH:14]=2)[CH:4]=1.[ClH:27]>CO>[ClH:27].[OH:1][CH2:2][C:3]1[CH:8]=[CH:7][N:6]=[C:5]([C:9]2[CH:10]=[CH:11][C:12]3[N:13]([CH:15]=[C:16]([C:18]([NH:20][C:21]4[CH:22]=[CH:23][CH:24]=[CH:25][CH:26]=4)=[O:19])[N:17]=3)[CH:14]=2)[CH:4]=1 |f:3.4|. Procedure details: A suspension of 117 mg of 6-[4-(hydroxymethyl)pyrid-2-yl]-N-phenylimidazo[1,2-a]pyridine-2-carboxamide in 2 mL of methanol is treated with 0.68 mL of aqueous 0.5 N hydrochloric acid solution. The mixture is stirred for 16 hours at room temperature and then evaporated to dryness under reduced pressure. The solid obtained is triturated in methanol, filtered off and dried to give 91 mg of 6-[4-(hydroxymethyl)pyrid-2-yl]-N-phenylimidazo[1,2-a]pyridine-2-carboxamide hydrochloride (1:1). Starting materials: CC1=C(C=C(C=C1)C)C(S(=O)(=O)C1=[N+](C=CC=C1)[O-])Cl (2-[(2,5-dimethylphenyl)-chloromethylsulfonyl]-pyridine N-oxide), P(Cl)(Cl)Cl (PCl3), C(Cl)(Cl)Cl (chloroform). Solvent: C(C)O (ethanol). Yield: 79.2%. Procedure details: A mixture of 2.0 g (0.0064 mole) of 2-[(2,5-dimethylphenyl)-chloromethylsulfonyl]-pyridine N-oxide, 3.5 g (0.026 mole) of PCl3 and 15 ml of chloroform was refluxed for one hour. Addition of ethanol to destroy excess PCl3 and evaporation of the solvents left 2.6 g of crude product. The crude material was recrystallized from ethanol to give 1.5 g (79%) of crystalline material having a melting point of 117-119° C. Infrared and NMR spectra were in agreement with the structure. Analysis calculated fo... Product: CC1=C(C=C(C=C1)C)C(S(=O)(=O)C1=NC=CC=C1)Cl (2-[(2,5-dimethylphenyl)chloromethylsulfonyl]pyridine). RXN SMILES: [CH3:1][C:2]1[CH:7]=[CH:6][C:5]([CH3:8])=[CH:4][C:3]=1[CH:9]([Cl:20])[S:10]([C:13]1[CH:18]=[CH:17][CH:16]=[CH:15][N+:14]=1[O-])(=[O:12])=[O:11].P(Cl)(Cl)Cl.C(Cl)(Cl)Cl>C(O)C>[CH3:1][C:2]1[CH:7]=[CH:6][C:5]([CH3:8])=[CH:4][C:3]=1[CH:9]([Cl:20])[S:10]([C:13]1[CH:18]=[CH:17][CH:16]=[CH:15][N:14]=1)(=[O:12])=[O:11]. The reactants are C(#C)C12CCCC(CC1)(C2)NC(OC(C)(C)C)=O (tert-butyl 5-ethynylbicyclo[3.2.1]octan-1-ylcarbamate), ClC1=NC=CC=C1 (2-chloropyridine). Reagents/catalysts: C=1C=CC(=CC1)[P](C=2C=CC=CC2)(C=3C=CC=CC3)[Pd]([P](C=4C=CC=CC4)(C=5C=CC=CC5)C=6C=CC=CC6)([P](C=7C=CC=CC7)(C=8C=CC=CC8)C=9C=CC=CC9)[P](C=1C=CC=CC1)(C=1C=CC=CC1)C=1C=CC=CC1 (Pd(PPh3)4), [Cu]I (CuI). Run in TEA, C(C)#N (acetonitrile), C(C)(=O)OCC (ethyl acetate). Conditions: temperature 70 celsius. Yields the product N1=C(C=CC=C1)C#CC12CCCC(CC1)(C2)NC(OC(C)(C)C)=O (tert-Butyl 5-(pyridin-2-ylethynyl)bicyclo[3.2.1]octan-1-ylcarbamate). Isolated yield 76.3%. RXN SMILES: [C:1]([C:3]12[CH2:10][C:7]([NH:11][C:12](=[O:18])[O:13][C:14]([CH3:17])([CH3:16])[CH3:15])([CH2:8][CH2:9]1)[CH2:6][CH2:5][CH2:4]2)#[CH:2].Cl[C:20]1[CH:25]=[CH:24][CH:23]=[CH:22][N:21]=1>C(#N)C.C(OCC)(=O)C.C1C=CC([P]([Pd]([P](C2C=CC=CC=2)(C2C=CC=CC=2)C2C=CC=CC=2)([P](C2C=CC=CC=2)(C2C=CC=CC=2)C2C=CC=CC=2)[P](C2C=CC=CC=2)(C2C=CC=CC=2)C2C=CC=CC=2)(C2C=CC=CC=2)C2C=CC=CC=2)=CC=1.[Cu]I>[N:21]1[CH:22]=[CH:23][CH:24]=[CH:25][C:20]=1[C:2]#[C:1][C:3]12[CH2:10][C:7]([NH:11][C:12](=[O:18])[O:13][C:14]([CH3:15])([CH3:17])[CH3:16])([CH2:8][CH2:9]1)[CH2:6][CH2:5][CH2:4]2 |^1:38,40,59,78|. Procedure details: To a stirred solution of tert-butyl 5-ethynylbicyclo[3.2.1]octan-1-ylcarbamate (5.8 g, 23.3 mmol) and 2-chloropyridine (3.18 g, 28 mmol) in TEA (30 mL) and acetonitrile (150 mL) under N2 was added Pd(PPh3)4 (266 mg, 0.23 mmol), followed by CuI (266 mg, 1.4 mmol). The reaction mixture was heated at 70° C. for three hours. After cooled to room temperature, the reaction mixture was diluted with ethyl acetate (250 mL), washed with water (150 mL) and brine, dried over Na2SO4 and concentrated under re... Reactants: CCCC=CCO, C1CCOC1, CCCCCCc1ccc(-c2ccc(-c3ccc(O)s3)cc2)cc1, c1ccc(P(c2ccccc2)c2ccccc2)cc1. The product is CCCC=CCOc1ccc(-c2ccc(-c3ccc(CCCCCC)cc3)cc2)s1. RXN SMILES: [CH2:20]([CH:21]=[CH:22][CH2:23][CH2:24][CH3:25])[OH:26].[O:51]1[CH2:52][CH2:53][CH2:54][CH2:55]1.[OH:27][c:28]1[s:29][c:30](-[c:33]2[cH:34][cH:35][c:36](-[c:39]3[cH:40][cH:41][c:42]([CH2:45][CH2:46][CH2:47][CH2:48][CH2:49][CH3:50])[cH:43][cH:44]3)[cH:37][cH:38]2)[cH:31][cH:32]1.[c:1]1([P:2]([c:3]2[cH:4][cH:5][cH:6][cH:7][cH:8]2)[c:9]2[cH:10][cH:11][cH:12][cH:13][cH:14]2)[cH:15][cH:16][cH:17][cH:18][cH:19]1>>[CH2:20]([CH:21]=[CH:22][CH2:23][CH2:24][CH3:25])[O:26][c:28]1[s:29][c:30](-[c:33]2[cH:34][cH:35][c:36](-[c:39]3[cH:40][cH:41][c:42]([CH2:45][CH2:46][CH2:47][CH2:48][CH2:49][CH3:50])[cH:43][cH:44]3)[cH:37][cH:38]2)[cH:31][cH:32]1. The reactants are CN(C=NC=1SC=C(C1C#N)Cl)C (N,N-dimethyl-N'-(4-chloro-3-cyano-thien-2-yl)-formamidine), 20, C(=O)O (formic acid). The solvent is O (water). The product is ClC=1C(=C(SC1)NC=O)C#N (N-(4-chloro-3-cyanothien-2-yl)-formamide). Isolated yield 77.0%. RXN SMILES: CN(C)[CH:3]=[N:4][C:5]1[S:6][CH:7]=[C:8]([Cl:12])[C:9]=1[C:10]#[N:11].C(O)=[O:15]>O>[Cl:12][C:8]1[C:9]([C:10]#[N:11])=[C:5]([NH:4][CH:3]=[O:15])[S:6][CH:7]=1. Procedure: 4.5 parts of N,N-dimethyl-N'-(4-chloro-3-cyano-thien-2-yl)-formamidine in a mixture of 20 parts of formic acid and 20 parts of water are heated at the boil for 1 hour. After the mixture has cooled to room temperature, the product is filtered off under suction, washed with water and dried. 3 parts (77% of theory) of N-(4-chloro-3-cyanothien-2-yl)-formamide are obtained.